This data is from the Open Reaction Database (ORD), a public repository of structured organic reaction records. The task is: describe an organic reaction: reactants, conditions, products, and yield Starting materials: [Si](C)(C)(C(C)(C)C)OCC(CO)=C (2-({[tert-butyl(dimethyl)silyl]oxy}methyl)-2-propen-1-ol), II (iodine), N1C=NC=C1 (imidazole), C1(=CC=CC=C1)P(C1=CC=CC=C1)C1=CC=CC=C1 (triphenylphosphine). The solvent is C(Cl)Cl (CH2Cl2), C(Cl)Cl (CH2Cl2), C(Cl)Cl (CH2Cl2). Conditions: temperature 0 celsius, time 30 minute. Product: ICC(CO[Si](C)(C)C(C)(C)C)=C (tert-butyl(dimethyl)silyl 2-(iodomethyl)-2-propenyl ether). Isolated yield 94.6%. RXN SMILES: [I:1]I.N1C=CN=C1.C1(P(C2C=CC=CC=2)C2C=CC=CC=2)C=CC=CC=1.[Si:27]([O:34][CH2:35][C:36](=[CH2:39])[CH2:37]O)([C:30]([CH3:33])([CH3:32])[CH3:31])([CH3:29])[CH3:28]>C(Cl)Cl>[I:1][CH2:37][C:36](=[CH2:39])[CH2:35][O:34][Si:27]([C:30]([CH3:33])([CH3:32])[CH3:31])([CH3:29])[CH3:28]. Procedure details: A solution of iodine (1.49 g, 5.85 mmol) in anhydrous CH2Cl2 (3×10 mL, then 4×1 mL to rinse) was added dropwise to a stirred mixture of imidazole (0.441 g, 6.48 mmol) and triphenylphosphine (1.50 g, 5.71 mmol) in anhydrous CH2Cl2 (3 mL) at 0° C. under N2. After stirring at 0° C. for 30 min, a solution of 2-({[tert-butyl(dimethyl)silyl]oxy}methyl)-2-propen-1-ol (164) (reported by Chen et al., US 2007213341 A1, by monosilylation of 2-methylene-1,3-propanediol) (1.00 g, 4.94 mmol) in anhydrous CH2C... The reactants are ClC1=C(C=C(C=C1)C#N)[N+](=O)[O-] (2-chloro-5-cyano-1-nitrobenzene), ice, Cl (hydrochloric acid), C(CC(=O)OCC)(=O)OCC (Diethyl malonate), [H-].[Na+] (sodium hydride), suspension. Solvent: CN(C)C=O (DMF), CN(C)C=O (DMF). Reaction conditions: time 30 minute. Product: C(#N)C1=CC(=C(C=C1)C(C(=O)OCC)C(=O)OCC)[N+](=O)[O-] (diethyl (4-cyano-2-nitrophenyl)malonate). The yield is 97.2%. RXN SMILES: [C:1]([O:9][CH2:10][CH3:11])(=[O:8])[CH2:2][C:3]([O:5][CH2:6][CH3:7])=[O:4].[H-].[Na+].Cl[C:15]1[CH:20]=[CH:19][C:18]([C:21]#[N:22])=[CH:17][C:16]=1[N+:23]([O-:25])=[O:24].Cl>CN(C=O)C>[C:21]([C:18]1[CH:19]=[CH:20][C:15]([CH:2]([C:3]([O:5][CH2:6][CH3:7])=[O:4])[C:1]([O:9][CH2:10][CH3:11])=[O:8])=[C:16]([N+:23]([O-:25])=[O:24])[CH:17]=1)#[N:22] |f:1.2|. Procedure details: Diethyl malonate (44.6ml, 293 mmol) was added dropwise over 1.5 hours to a suspension of sodium hydride (11.7 g of a 60% suspension in mineral oil, 293 mmol) in DMF under argon and the reaction mixture was stirred at ambient temperature for 30 minutes. The resulting solution was added dropwise over 1 hour to a solution of 2-chloro-5-cyano-1-nitrobenzene (24.3 g, 133 mmol) in DMF (75 ml) cooled with a dry ice/acetone bath. The temperature of the cooling bath was adjusted to prevent the freezing o... The reactants are S(N)(=O)(=O)C=1C=C(C(=O)O)C=C(C1OC1=CC=CC=C1)N (3-sulphamoyl-4-phenoxy-5-amino-benzoic acid), COC1OC(CC1)OC (2,5-dimethoxy-tetrahydrofurane). Run in C(C)(=O)O (acetic acid). The product is S(N)(=O)(=O)C=1C=C(C(=O)O)C=C(C1OC1=CC=CC=C1)N1C=CC=C1 (3-Sulphamoyl-4-phenoxy-5-[1-pyrrolyl]-benzoic acid). RXN SMILES: [S:1]([C:5]1[CH:6]=[C:7]([CH:11]=[C:12]([NH2:21])[C:13]=1[O:14][C:15]1[CH:20]=[CH:19][CH:18]=[CH:17][CH:16]=1)[C:8]([OH:10])=[O:9])(=[O:4])(=[O:3])[NH2:2].CO[CH:24]1[CH2:28][CH2:27][CH:26](OC)O1>C(O)(=O)C>[S:1]([C:5]1[CH:6]=[C:7]([CH:11]=[C:12]([N:21]2[CH:24]=[CH:28][CH:27]=[CH:26]2)[C:13]=1[O:14][C:15]1[CH:20]=[CH:19][CH:18]=[CH:17][CH:16]=1)[C:8]([OH:10])=[O:9])(=[O:3])(=[O:4])[NH2:2]. Procedure: A mixture of 3-sulphamoyl-4-phenoxy-5-amino-benzoic acid (3.08 g=10 mmols); P. W. Feit, J. Med. Chem. 14,432 (1971), 2,5-dimethoxy-tetrahydrofurane (1.32 g=10 mmols) and 5 ml of glacial acetic acid is refluxed for 15 minutes in an oil bath and evaporated to dryness in vacuo and the residue is recrystallised from ethyl acetate; the compound melts at 209°-210° C. Starting materials: C(#N)C(CCC(=O)OC)(CCC(=O)OC)C1=CC=C(C=C1)[N+](=O)[O-] (dimethyl 4-cyano-4-(4-nitrophenyl)heptanedioate), [H-].[Na+] (NaH). Run in COCCOC (DME). The product is C(#N)C1(CCC(C(C1)C(=O)OC)=O)C1=CC=C(C=C1)[N+](=O)[O-] (methyl 5-cyano-5-(4-nitrophenyl)-2-oxocyclohexanecarboxylate). The yield is 102.2%. RXN SMILES: [C:1]([C:3]([C:16]1[CH:21]=[CH:20][C:19]([N+:22]([O-:24])=[O:23])=[CH:18][CH:17]=1)([CH2:10][CH2:11][C:12]([O:14][CH3:15])=[O:13])[CH2:4][CH2:5][C:6]([O:8]C)=O)#[N:2].[H-].[Na+]>COCCOC>[C:1]([C:3]1([C:16]2[CH:17]=[CH:18][C:19]([N+:22]([O-:24])=[O:23])=[CH:20][CH:21]=2)[CH2:10][CH:11]([C:12]([O:14][CH3:15])=[O:13])[C:6](=[O:8])[CH2:5][CH2:4]1)#[N:2] |f:1.2|. Procedure details: To a solution of 2 (88.96 g, 0.27 mol) in DME (1 L) at RT under N2 was added (carefully) NaH (60% in mineral oil, 31.92 g, 0.80 mol) to give a dark violet solution. The reaction was heated at reflux for 4 h, was cooled and quenched carefully with H2O, acidified with 2N HCl and extracted with 2×EtOAc. The combined organics were washed with saturated NaCl solution, dried over a mixture of activated charcoal and Na2SO4, filtered through Celite and evaporated to give crude product 3 as a brown solid...